From a dataset of the Open Reaction Database (ORD), a public repository of structured organic reaction records. describe an organic reaction: reactants, conditions, products, and yield The reactants are C1(=CC=CC=C1)S(=O)(=O)Cl (benzenesulfonyl chloride), C(C)(C)N(CC)C(C)C (diisopropylethylamine), NC=1C=C(C=CC1)C=1N=C2C(=NC1)NC=C2C(C(C)(C)C)=O (1-[2-(3-Amino-phenyl)-5H-pyrrolo[2,3-b]pyrazin-7-yl]-2,2-dimethyl-propan-1-one), C(C)(C)N(CC)C(C)C (diisopropylethylamine), C1(=CC=CC=C1)S(=O)(=O)Cl (benzenesulfonyl chloride), [OH-].[Na+] (sodium hydroxide). The solvent is C1CCOC1 (THF), CC#N (MeCN), O (water), ClCCl (dichloromethane). Reaction conditions: temperature 55 celsius. Product: CC(C(=O)C1=CNC2=NC=C(N=C21)C=2C=C(C=CC2)NS(=O)(=O)C2=CC=CC=C2)(C)C (N-{3-[7-(2,2-Dimethyl-propionyl)-5H-pyrrolo[2,3-b]pyrazin-2-yl]-phenyl}-benzenesulfonamide). The yield is 38.0%. RXN SMILES: [NH2:1][C:2]1[CH:3]=[C:4]([C:8]2[N:9]=[C:10]3[C:16]([C:17](=[O:22])[C:18]([CH3:21])([CH3:20])[CH3:19])=[CH:15][NH:14][C:11]3=[N:12][CH:13]=2)[CH:5]=[CH:6][CH:7]=1.C(N(C(C)C)CC)(C)C.[C:32]1([S:38](Cl)(=[O:40])=[O:39])[CH:37]=[CH:36][CH:35]=[CH:34][CH:33]=1.[OH-].[Na+]>C1COCC1.CC#N.O.ClCCl>[CH3:20][C:18]([CH3:19])([CH3:21])[C:17]([C:16]1[C:10]2[C:11](=[N:12][CH:13]=[C:8]([C:4]3[CH:3]=[C:2]([NH:1][S:38]([C:32]4[CH:37]=[CH:36][CH:35]=[CH:34][CH:33]=4)(=[O:40])=[O:39])[CH:7]=[CH:6][CH:5]=3)[N:9]=2)[NH:14][CH:15]=1)=[O:22] |f:3.4|. Procedure details: To a flask was added 1-[2-(3-Amino-phenyl)-5H-pyrrolo[2,3-b]pyrazin-7-yl]-2,2-dimethyl-propan-1-one 0.027 gm (0.092 mM), 1 ml dichloromethane, diisopropylethylamine 0.040 ml (0.23 mM) and benzenesulfonyl chloride 0.026 ml (0.204 mM). The mixture was stirred over night. Additional benzenesulfonyl chloride 0.0095 ml (0.074 mM) and diisopropylethylamine 0.015 ml (0.086 mM) was added and the mixture stirred overnight. The mixture was concentrated, 10 ml water and a few drops 1 M hydrochloric acid we... Run in O (water). Reported procedure: A mixture of 5 g of the product of Step B, 200 ml of dimethylformamide and 4.3 g of lithium thiomethylate was refluxed for 3 hours and the mixture was cooled and poured into iced water. The mixture was extracted with ethyl acetate and the organic phase was washed with water, dried and evaporated to dryness under reduced pressure. The residue was chromatographed over silica gel and was eluted with a 95-5 chloroform-methanol mixture to obtain 5 g of 1-[{3-(3-hydroxyphenyl)-1,2,5,6-tetrahydropyridi... As a reaction SMILES: [C:1](O)(=O)/[CH:2]=[CH:3]/C(O)=O.[CH:9]1([CH2:12][N:13]2[CH2:18][CH2:17][CH:16]=[C:15]([C:19]3[CH:20]=[C:21]([OH:25])[CH:22]=[CH:23][CH:24]=3)[CH2:14]2)[CH2:11][CH2:10]1.CN(C)[CH:28]=[O:29].[Li]>O>[OH:25][C:21]1[CH:20]=[C:19]([C:15]2[CH2:14][N:13]([CH2:12][C:9]3([CH2:28][OH:29])[CH:11]=[CH:10][CH:1]=[CH:2][CH2:3]3)[CH2:18][CH2:17][CH:16]=2)[CH:24]=[CH:23][CH:22]=1 |f:0.1,^1:30|. The product is OC=1C=C(C=CC1)C=1CN(CCC1)CC1(CC=CC=C1)CO (1-[{3-(3-hydroxyphenyl)-1,2,5,6-tetrahydropyridin-1-yl}-methyl]-benzenemethanol). Reactants: C(\C=C\C(=O)O)(=O)O.C1(CC1)CN1CC(=CCC1)C=1C=C(C=CC1)O (3-(1-cyclopropylmethyl-1,2,5,6-tetrahydropyridin-3-yl)-phenol fumarate), CN(C=O)C (dimethylformamide), [Li] (lithium).